The task is: describe an organic reaction: reactants, conditions, products, and yield. This data is from the Open Reaction Database (ORD), a public repository of structured organic reaction records. Reactants: C1(=CC=CC=C1)P(C1=CC=CC=C1)C1=CC=CC=C1 (Triphenylphosphine), Cl.OCC1=NC=C2SC=CN21 (5-hydroxymethylimidazo[5,1-b]thiazole hydrochloride). Solvent: CN(C)C=O (DMF). Conditions: temperature 100 celsius, time 12 hour. Product: [Cl-].S1C=2N(C=C1)C(=NC2)C[P+](C2=CC=CC=C2)(C2=CC=CC=C2)C2=CC=CC=C2 ((imidazo[5,1-b]thiazol-5-yl)methyltriphenylphosphonium chloride). Isolated yield 74.8%. Reaction SMILES: [C:1]1([P:7]([C:14]2[CH:19]=[CH:18][CH:17]=[CH:16][CH:15]=2)[C:8]2[CH:13]=[CH:12][CH:11]=[CH:10][CH:9]=2)[CH:6]=[CH:5][CH:4]=[CH:3][CH:2]=1.[ClH:20].O[CH2:22][C:23]1[N:30]2[C:26]([S:27][CH:28]=[CH:29]2)=[CH:25][N:24]=1>CN(C=O)C>[Cl-:20].[S:27]1[CH:28]=[CH:29][N:30]2[C:23]([CH2:22][P+:7]([C:1]3[CH:2]=[CH:3][CH:4]=[CH:5][CH:6]=3)([C:8]3[CH:13]=[CH:12][CH:11]=[CH:10][CH:9]=3)[C:14]3[CH:15]=[CH:16][CH:17]=[CH:18][CH:19]=3)=[N:24][CH:25]=[C:26]12 |f:1.2,4.5|. Procedure details: Triphenylphosphine (2.51 g) is added to a solution of 1.23 g of 5-hydroxymethylimidazo[5,1-b]thiazole hydrochloride in 20 ml of DMF, and the mixture is stirred at 100° C. for 12 hr. The solvent is removed by evaporation, and the residue is purified by column chromatography on silica gel (methanol:dichloromethane=5:95) to give 2.1 g of (imidazo[5,1-b]thiazol-5-yl)methyltriphenylphosphonium chloride. Reactants: ClC1=CC=C(C(C(=O)N)=C1)O (5-chlorosalicylamide), ICC (iodoethane), C([O-])([O-])=O.[K+].[K+] (potassium carbonate). Solvent: C(C)O (ethanol). Product: ClC=1C=CC(=C(C(=O)N)C1)OCC (5-chloro-2-ethoxybenzamide). Yield: 36.6%. RXN SMILES: [Cl:1][C:2]1[CH:10]=[C:6]([C:7]([NH2:9])=[O:8])[C:5]([OH:11])=[CH:4][CH:3]=1.I[CH2:13][CH3:14].C(=O)([O-])[O-].[K+].[K+]>C(O)C>[Cl:1][C:2]1[CH:3]=[CH:4][C:5]([O:11][CH2:13][CH3:14])=[C:6]([CH:10]=1)[C:7]([NH2:9])=[O:8] |f:2.3.4|. Reported procedure: A mixture of 5-chlorosalicylamide (16.0 g., 0.093 mole), iodoethane (31.8 g., 0.204 mole), and potassium carbonate (13.1 g., 0.095 mole) in ethanol (225 ml.) was heated under reflux for 20 hours. The hot mixture was filtered. The filtrate was reduced to dryness. The residue was triturated with water. The mixture was filtered and the collected solid recrystallized from acetonitrile to give 5-chloro-2-ethoxybenzamide (6.8 g., 36.6%) m.p. 136°-139°.